describe an organic reaction: reactants, conditions, products, and yield From a dataset of the Open Reaction Database (ORD), a public repository of structured organic reaction records. Reaction SMILES: [C:1]([NH:4][CH2:5][CH2:6][CH2:7][CH2:8][CH2:9][C:10]([OH:12])=O)(=[O:3])[CH3:2].[C:13]([CH:15]1[CH2:17][NH:16]1)#[N:14].C1(N=C=NC2CCCCC2)CCCCC1>O1CCCC1>[C:1]([NH:4][CH2:5][CH2:6][CH2:7][CH2:8][CH2:9][C:10]([N:16]1[CH2:17][CH:15]1[C:13]#[N:14])=[O:12])(=[O:3])[CH3:2]. Procedure details: 3.46 g. 6-Acetylaminohexanoic acid, 1.36 g. 2-cyanoaziridine and 4.3 g. dicyclohexylcarbodiimide are reacted in the usual manner in 35 ml. tetrahydrofuran and the reaction mixture then worked up to give 1.1 g. 1-(6-acetylaminohexanoyl)-2-cyanoaziridine which, after recrystallization from ethyl acetate-ligroin, melts at 74°-77° C. Product: C(C)(=O)NCCCCCC(=O)N1C(C1)C#N (1-(6-Acetylaminohexanoyl)-2-cyanoaziridine). Starting materials: C(C)(=O)NCCCCCC(=O)O (6-Acetylaminohexanoic acid), C(#N)C1NC1 (2-cyanoaziridine), C1(CCCCC1)N=C=NC1CCCCC1 (dicyclohexylcarbodiimide). The solvent is O1CCCC1 (tetrahydrofuran). Reactants: COC(=O)c1cccc(CNC(=O)OC(C)(C)C)c1, CI, CN(C)C=O, [H-], [Na+]. The product is COC(=O)c1cccc(CN(C)C(=O)OC(C)(C)C)c1. As a reaction SMILES: [CH3:1][O:2][C:3]([c:4]1[cH:5][c:6]([CH2:10][NH:11][C:12](=[O:13])[O:14][C:15]([CH3:16])([CH3:17])[CH3:18])[cH:7][cH:8][cH:9]1)=[O:19].[CH3:22][I:23].[CH3:24][N:25]([CH3:26])[CH:27]=[O:28].[H-:20].[Na+:21]>>[CH3:1][O:2][C:3]([c:4]1[cH:5][c:6]([CH2:10][N:11]([C:12](=[O:13])[O:14][C:15]([CH3:16])([CH3:17])[CH3:18])[CH3:22])[cH:7][cH:8][cH:9]1)=[O:19]. The reactants are C(=O)(C(F)(F)F)O (TFA), FC1=C(OC2=C3C(=NC=C2)C=C(S3)C=3N(C(=CN3)CN(C(OC(C)(C)C)=O)CCOC)C)C=CC(=C1)NC(=S)NC(CC1=CC=CC=C1)=O (tert-Butyl (2-(7-(2-fluoro-4-(3-(2-phenylacetyl)thioureido)phenoxy)thieno[3,2-b]pyridin-2-yl)-1-methyl-1H-imidazol-5-yl)methyl(2-methoxyethyl)carbamate), C(=O)(C(F)(F)F)O (TFA). Run in C1(=CC=CC=C1)C (toluene). Conditions: time 8 hour. Yields the product FC=1C=C(C=CC1OC1=C2C(=NC=C1)C=C(S2)C=2N(C(=CN2)CNCCOC)C)NC(=S)NC(CC2=CC=CC=C2)=O (N-(3-Fluoro-4-(2-(5-((2-methoxyethylamino)methyl)-1-methyl-1H-imidazol-2-yl)thieno[3,2-b]pyridin-7-yloxy)phenylcarbamothioyl)-2-phenylacetamide). Isolated yield 88.8%. RXN SMILES: [F:1][C:2]1[CH:36]=[C:35]([NH:37][C:38]([NH:40][C:41](=[O:49])[CH2:42][C:43]2[CH:48]=[CH:47][CH:46]=[CH:45][CH:44]=2)=[S:39])[CH:34]=[CH:33][C:3]=1[O:4][C:5]1[CH:10]=[CH:9][N:8]=[C:7]2[CH:11]=[C:12]([C:14]3[N:15]([CH3:32])[C:16]([CH2:19][N:20]([CH2:28][CH2:29][O:30][CH3:31])C(=O)OC(C)(C)C)=[CH:17][N:18]=3)[S:13][C:6]=12.C(O)(C(F)(F)F)=O>C1(C)C=CC=CC=1>[F:1][C:2]1[CH:36]=[C:35]([NH:37][C:38]([NH:40][C:41](=[O:49])[CH2:42][C:43]2[CH:44]=[CH:45][CH:46]=[CH:47][CH:48]=2)=[S:39])[CH:34]=[CH:33][C:3]=1[O:4][C:5]1[CH:10]=[CH:9][N:8]=[C:7]2[CH:11]=[C:12]([C:14]3[N:15]([CH3:32])[C:16]([CH2:19][NH:20][CH2:28][CH2:29][O:30][CH3:31])=[CH:17][N:18]=3)[S:13][C:6]=12. Reported procedure: To a solution of 47 (400 mg, 0.568 mmol) in toluene (10 mL) was added TFA (0.874 mL, 11.35 mmol) and the reaction mixture was stirred at RT overnight. The mixture was concentrated to dryness and the residue was purified by Gilson Reverse Phase HPLC (Aquasil C18, elient a linear gradient of 35% MeOH in water to 95% MeOH in water with 0.05% of formic acid, 60 min run) to afford 48 as a white solid, (305 mg, 65% yield) as the TFA salt. MS (m/z): 605.3 (M+H). The reactants are COC(=O)N1CC2N(CCC2C1)C(C)C1=CC=CC=C1 (1-(1-phenyl-ethyl)-hexahydro-pyrrolo[3,4-b]pyrrole-5-carboxylic acid methyl ester), C(=O)[O-].[NH4+] (ammonium formate), Cl (hydrochloric acid). Reagents/catalysts: [Pd] (Pd/C). Solvent: CO (methanol). Yields the product COC(=O)N1C[C@@H]2NCC[C@@H]2C1 (cis-Hexahydro-pyrrolo[3,4-b]pyrrole-5-carboxylic acid methyl ester). The yield is 88.6%. Reaction SMILES: [CH3:1][O:2][C:3]([N:5]1[CH2:12][CH:11]2[CH:7]([N:8](C(C3C=CC=CC=3)C)[CH2:9][CH2:10]2)[CH2:6]1)=[O:4].C([O-])=O.[NH4+].Cl>CO.[Pd]>[CH3:1][O:2][C:3]([N:5]1[CH2:12][C@@H:11]2[C@@H:7]([NH:8][CH2:9][CH2:10]2)[CH2:6]1)=[O:4] |f:1.2|. Procedure: 10% Pd/C (1 g) was added to a solution of 1-(1-phenyl-ethyl)-hexahydro-pyrrolo[3,4-b]pyrrole-5-carboxylic acid methyl ester (Diastereomer B, 4.9 g, 17.9 mmol), ammonium formate (5.6 g, 89 mmol) and 5N hydrochloric acid (4.0 ml, 20 mmol) in methanol (180 ml) at room temperature under nitrogen. The mixture was stirred and heated at reflux for 1 hour. Upon cooling the catalyst was removed by filtration through celite (washing with methanol). The filtrate was evaporated and the residue was partition...